Dataset: the Open Reaction Database (ORD), a public repository of structured organic reaction records. Task: describe an organic reaction: reactants, conditions, products, and yield Reactants: Cn1nc(CN)nc1NCCCOc1cccc(CN2CCCCC2)c1, CC#N, O=C=Nc1ccccc1. Product: Cn1nc(CNC(=O)Nc2ccccc2)nc1NCCCOc1cccc(CN2CCCCC2)c1. As a reaction SMILES: [CH3:1][n:2]1[n:3][c:4]([CH2:25][NH2:26])[n:5][c:6]1[NH:7][CH2:8][CH2:9][CH2:10][O:11][c:12]1[cH:13][c:14]([CH2:18][N:19]2[CH2:20][CH2:21][CH2:22][CH2:23][CH2:24]2)[cH:15][cH:16][cH:17]1.[CH3:36][C:37]#[N:38].[O:27]=[C:28]=[N:29][c:30]1[cH:31][cH:32][cH:33][cH:34][cH:35]1>>[CH3:1][n:2]1[n:3][c:4]([CH2:25][NH:26][C:28](=[O:27])[NH:29][c:30]2[cH:31][cH:32][cH:33][cH:34][cH:35]2)[n:5][c:6]1[NH:7][CH2:8][CH2:9][CH2:10][O:11][c:12]1[cH:13][c:14]([CH2:18][N:19]2[CH2:20][CH2:21][CH2:22][CH2:23][CH2:24]2)[cH:15][cH:16][cH:17]1. The reactants are [N+](=O)([O-])C1=CC(=C(C(=C1N)Cl)Cl)Cl (6-Nitro-2,3,4-trichloroaniline), C([O-])([O-])=O.[Na+].[Na+] (sodium carbonate), C(C)O (ethanol), Cl (hydrochloric acid). Reagents/catalysts: [Fe] (iron). Run in O (water). Run at temperature 0 celsius. The product is ClC=1C(=C(C=C(C1Cl)Cl)N)N (3,4,5-Trichloro-1,2-phenylenediamine). Isolated yield 70.8%. As a reaction SMILES: [N+:1]([C:4]1[C:9]([NH2:10])=[C:8]([Cl:11])[C:7]([Cl:12])=[C:6]([Cl:13])[CH:5]=1)([O-])=O.C(O)C.Cl.C(=O)([O-])[O-].[Na+].[Na+]>O.[Fe]>[Cl:11][C:8]1[C:9]([NH2:10])=[C:4]([NH2:1])[CH:5]=[C:6]([Cl:13])[C:7]=1[Cl:12] |f:3.4.5|. Procedure: 6-Nitro-2,3,4-trichloroaniline (17.6 g, 72.8 mmol), iron powder (140 g, 250 mmol), and ethanol (400 mL) were combined and the resulting suspension was cooled to 0° C. Concentrated hydrochloric acid (37%, 93 mL, 1.14 mol) was added dropwise over a period of 15 min by means of an addition funnel. When the addition was complete, the resulting suspension was heated to reflux for 3.5 h, after which time it was allowed to cool to room temperature and was subsequently diluted with water (2 L). The pH o... Reactants: FC(C(=O)O)(F)F (Trifluoroacetic acid), ClC1=C(C(=O)N[C@@H](CNC(=O)OC(C)(C)C)C(=O)OC)C(=CC(=C1)C(=O)NCC1=CC(=CC=C1)O)C (N-[2-chloro-4-[[[(3-hydroxyphenyl)methyl]amino]carbonyl]-6-methylbenzoyl]-3-[[(1,1-dimethylethoxy)carbonyl]amino]-L-alanine, methyl ester), Cl (HCl), C(C)#N (acetonitrile). The solvent is ClCCl (dichloromethane). Conditions: time 1 hour. Yields the product Cl.NC[C@H](NC(C1=C(C=C(C=C1C)C(=O)NCC1=CC(=CC=C1)O)Cl)=O)C(=O)OC (3-amino-N-[2-chloro-4-[[[(3-hydroxyphenyl)methyl]amino]carbonyl]-6-methylbenzoyl]-L-alanine, methyl ester hydrochloride). RXN SMILES: FC(F)(F)C(O)=O.[Cl:8][C:9]1[CH:31]=[C:30]([C:32]([NH:34][CH2:35][C:36]2[CH:41]=[CH:40][CH:39]=[C:38]([OH:42])[CH:37]=2)=[O:33])[CH:29]=[C:28]([CH3:43])[C:10]=1[C:11]([NH:13][C@H:14]([C:24]([O:26][CH3:27])=[O:25])[CH2:15][NH:16]C(OC(C)(C)C)=O)=[O:12].Cl.C(#N)C>ClCCl>[ClH:8].[NH2:16][CH2:15][C@@H:14]([C:24]([O:26][CH3:27])=[O:25])[NH:13][C:11](=[O:12])[C:10]1[C:28]([CH3:43])=[CH:29][C:30]([C:32]([NH:34][CH2:35][C:36]2[CH:41]=[CH:40][CH:39]=[C:38]([OH:42])[CH:37]=2)=[O:33])=[CH:31][C:9]=1[Cl:8] |f:5.6|. Reported procedure: Trifluoroacetic acid (20 mL) was added to a solution of N-[2-chloro-4-[[[(3-hydroxyphenyl)methyl]amino]carbonyl]-6-methylbenzoyl]-3-[[(1,1-dimethylethoxy)carbonyl]amino]-L-alanine, methyl ester (800 mg, 1.54 mmol) in dichloromethane (20 mL). The solution was stirred at room temperature for 1 h. The reaction mixture was concentrated, azeotroped three times with dichloromethane/hexanes, and then held under high vacuum for 35 min. 1 M HCl (4.6 mL, 4.6 mmol) was added, along with acetonitrile (4 mL)...